From a dataset of the Open Reaction Database (ORD), a public repository of structured organic reaction records. describe an organic reaction: reactants, conditions, products, and yield Starting materials: Cl (HCl), O1C(=CC=C1)C(C(=O)O)=O (2-(furan-2-yl)-2-oxoacetic acid), Cl.CON (O-methylhydroxylamine hydrochloride), C(=O)([O-])[O-].[Na+].[Na+] (Na2CO3). Solvent: CO (MeOH). Product: O1C(=CC=C1)C(C(=O)O)=NOC (2-(furan-2-yl)-2-(methoxyimino)acetic acid). Isolated yield 109.0%. As a reaction SMILES: [O:1]1[CH:5]=[CH:4][CH:3]=[C:2]1[C:6](=O)[C:7]([OH:9])=[O:8].Cl.[CH3:12][O:13][NH2:14].C([O-])([O-])=O.[Na+].[Na+].Cl>CO>[O:1]1[CH:5]=[CH:4][CH:3]=[C:2]1[C:6](=[N:14][O:13][CH3:12])[C:7]([OH:9])=[O:8] |f:1.2,3.4.5|. Procedure: A magnetically stirred mixture of 2-(furan-2-yl)-2-oxoacetic acid (5.0 g, 35.7 mmol), O-methylhydroxylamine hydrochloride (5.96 g, 71.4 mmol) and Na2CO3 (15.13 g, 143 mmol) in 100 mL of MeOH was refluxed for 2 hr. The reaction mixture was cooled to room temperature and concentrated HCl was added slowly until a pH of 2-3 was obtained. Most of the solvent was removed on the rotary evaporator and the residue was diluted with 50 mL of water and 100 mL of ether. Concentrated HCl was again added to gi...